Dataset: the Open Reaction Database (ORD), a public repository of structured organic reaction records. Task: describe an organic reaction: reactants, conditions, products, and yield Reactants: [Cl-].C(C)[Al+]CC (diethylaluminum chloride), C(Cl)Cl (methylene chloride), C(CCC)C([C@H](C)OS(=O)(=O)C)(CCCC)O ((S)-3-butyl-2-methanesulfonyloxy-3-heptanol), resultant suspension. Reagents/catalysts: P(O)(O)(O)=O (phosphoric acid). Run in C(C)(=O)OCC (ethyl acetate). Reaction conditions: temperature 0 celsius. Product: C[C@H](C(CCCC)=O)CCCC ((S)-6-methyl-5-decanone). Yield: 90.0%. As a reaction SMILES: [Cl-].C([Al+][CH2:5][CH3:6])C.[CH2:7](Cl)Cl.[CH2:10]([C:14]([OH:26])([CH2:22][CH2:23][CH2:24][CH3:25])[C@@H](OS(C)(=O)=O)C)[CH2:11][CH2:12]C>P(=O)(O)(O)O.C(OCC)(=O)C>[CH3:7][C@@H:10]([CH2:11][CH2:12][CH2:5][CH3:6])[C:14](=[O:26])[CH2:22][CH2:23][CH2:24][CH3:25] |f:0.1|. Reported procedure: After 0.78 ml (0.78 mmol) of diethylaluminum chloride (hexane 1M solution) were added to a dried methylene chloride (3 ml) solution of 81.8 mg (0.31 mmol) of (S)-3-butyl-2-methanesulfonyloxy-3-heptanol (urefined) at -78° C. under stirring, and stirred for two and a half hours at -78° C., the temperature was raised to 0° C. over an hour and a half. The reaction was stopped with three drops of phosphoric acid buffer solution (pH 7). The resultant suspension was diluted with ethyl acetate, dried wi... The reactants are 4,4′-tertbutyl biphenyl, O1CCCC1 (tetrahydrofuran), [Li] (Lithium), BrC1C2CCC1CC2 (7-bromo-bicyclo[2.2.1]heptane), O1CCCC1 (tetrahydrofuran), C(=O)=O (dry ice), [Li] (lithium). Run at temperature 0 celsius, time 3 hour. Yields the product C12CCC(CC1)C2CC(=O)O (bicyclo[2.2.1]hept-7-yl-acetic acid). Isolated yield 63.0%. Reaction SMILES: [Li].Br[CH:3]1[CH:7]2[CH2:8][CH2:9][CH:4]1[CH2:5][CH2:6]2.[C:10](=[O:12])=[O:11].O1CCC[CH2:14]1>>[CH:7]12[CH:3]([CH2:14][C:10]([OH:12])=[O:11])[CH:4]([CH2:9][CH2:8]1)[CH2:5][CH2:6]2 |^1:0|. Procedure details: Lithium metal (78 mg, 11.2 mmol) was scraped under a tetrahydrofuran solution to remove the coating and then added to a solution of 4,4′-tertbutyl biphenyl (2.67 g, 10.02 mmol) in tetrahydrofuran (15 mL) under argon. The mixture was cooled to 0° C. and a blue-green color appeared over time. After 3 h, all the lithium metal was dissolved and the mixture was cannulated into a −78° C. mixture of 7-bromo-bicyclo[2.2.1]heptane (1.0 g, 5.71 mmol) in tetrahydrofuran (5 mL). The mixture turned colorless... Reactants: ClC1=CC(=C2C(=N1)C(=CS2)C)Cl (5,7-dichloro-3-methyl-thieno[3,2-b]pyridine), C(C)(=O)[O-].[Na+] (sodium acetate). Reagents/catalysts: [OH-].[OH-].[Pd+2] (palladium hydroxide on carbon). Solvent: C(C)(=O)OCC (ethyl acetate). Conditions: time 62 hour. The product is ClC1=CC=C2C(=N1)C(=CS2)C (5-chloro-3-methyl-thieno[3,2-b]pyridine), CC1=CSC=2C1=NC=CC2 (3-methyl-thieno[3,2-b]pyridine). As a reaction SMILES: [Cl:1][C:2]1[N:7]=[C:6]2[C:8]([CH3:11])=[CH:9][S:10][C:5]2=[C:4](Cl)[CH:3]=1.C([O-])(=O)C.[Na+]>C(OCC)(=O)C.[OH-].[OH-].[Pd+2]>[Cl:1][C:2]1[N:7]=[C:6]2[C:8]([CH3:11])=[CH:9][S:10][C:5]2=[CH:4][CH:3]=1.[CH3:11][C:8]1[C:6]2=[N:7][CH:2]=[CH:3][CH:4]=[C:5]2[S:10][CH:9]=1 |f:1.2,4.5.6|. Procedure details: A mixture of 5,7-dichloro-3-methyl-thieno[3,2-b]pyridine (1.2 g), palladium hydroxide on carbon (20%, 600 mg) and sodium acetate (1.0 g) in ethyl acetate (50 mL) was shaken in a Parr apparatus under hydrogen atmosphere (55 PSI) for 62 hours. The resulting mixture was filtered on a CELITE™ pad, the filter cake was washed with dichloromethane and the filtrate was evaporated under reduced pressure. The crude residue was purified by flash chromatography (acetone/hexane) to afford 0.4 g of 5-chloro-3... The reactants are NC=1C(NC(N([C@H]2C[C@H](O)[C@@H](CO)O2)C1)=O)=O (5-amino-deoxyuridine), N(=O)[O-].[Na+] (sodium nitrite). Yields the product [N+](=[N-])=C1C(NC(N([C@H]2C[C@H](O)[C@@H](CO)O2)C1)=O)=O (5-diazo-deoxyuridine). As a reaction SMILES: [NH2:1][C:2]1[C:3](=[O:17])[NH:4][C:5](=[O:16])[N:6]([CH:15]=1)[C@@H:7]1[O:14][C@H:11]([CH2:12][OH:13])[C@@H:9]([OH:10])[CH2:8]1.[N:18]([O-])=O.[Na+]>>[N+:1](=[C:2]1[CH2:15][N:6]([C@@H:7]2[O:14][C@H:11]([CH2:12][OH:13])[C@@H:9]([OH:10])[CH2:8]2)[C:5](=[O:16])[NH:4][C:3]1=[O:17])=[N-:18] |f:1.2|. Procedure details: acidifying said 5-amino-deoxyuridine compound and reacting the acidified product with sodium nitrite to produce a 5-diazo-deoxyuridine compound; and